Dataset: the Open Reaction Database (ORD), a public repository of structured organic reaction records. Task: describe an organic reaction: reactants, conditions, products, and yield The reactants are B, Cn1nc(-c2cc(C(=O)O)c(Cl)cc2F)c(C=O)c1C(F)(F)F, C1CCOC1. Yields the product Cn1nc(-c2cc(C(=O)O)c(Cl)cc2F)c(CO)c1C(F)(F)F. RXN SMILES: [BH3:24].[Cl:1][c:2]1[c:3]([C:4](=[O:5])[OH:6])[cH:7][c:8](-[c:12]2[n:13][n:14]([CH3:23])[c:15]([C:19]([F:20])([F:21])[F:22])[c:16]2[CH:17]=[O:18])[c:9]([F:11])[cH:10]1.[O:25]1[CH2:26][CH2:27][CH2:28][CH2:29]1>>[Cl:1][c:2]1[c:3]([C:4](=[O:5])[OH:6])[cH:7][c:8](-[c:12]2[n:13][n:14]([CH3:23])[c:15]([C:19]([F:20])([F:21])[F:22])[c:16]2[CH2:17][OH:18])[c:9]([F:11])[cH:10]1. Starting materials: FC(C(CC(C)(C)C1=CC(=CC=2CCOC21)S(=O)(=O)N)=O)(F)F (7-(4,4,4-trifluoro-1,1-dimethyl-3-oxobutyl)-2,3-dihydrobenzofuran-5-sulfonic acid amide), COC(N(C)C)OC (N,N-dimethylforamide dimethyl acetal). Solvent: ClCCl (dichloromethane). Run at time 30 minute. Yields the product CN(\C=N\S(=O)(=O)C=1C=C(C2=C(CCO2)C1)C(CC(C(F)(F)F)=O)(C)C)C (7-(4,4,4-Trifluoro-1,1-dimethyl-3-oxobutyl)-2,3-dihydrobenzofuran-5-sulfonic acid 1-dimethylaminometh-(E)-ylideneamide). The yield is 94.6%. RXN SMILES: [F:1][C:2]([F:23])([F:22])[C:3](=[O:21])[CH2:4][C:5]([C:8]1[C:16]2[O:15][CH2:14][CH2:13][C:12]=2[CH:11]=[C:10]([S:17]([NH2:20])(=[O:19])=[O:18])[CH:9]=1)([CH3:7])[CH3:6].CO[CH:26](OC)[N:27]([CH3:29])[CH3:28]>ClCCl>[CH3:26][N:27]([CH3:29])/[CH:28]=[N:20]/[S:17]([C:10]1[CH:9]=[C:8]([C:5]([CH3:7])([CH3:6])[CH2:4][C:3](=[O:21])[C:2]([F:1])([F:22])[F:23])[C:16]2[O:15][CH2:14][CH2:13][C:12]=2[CH:11]=1)(=[O:19])=[O:18]. Reported procedure: A solution of 7-(4,4,4-trifluoro-1,1-dimethyl-3-oxobutyl)-2,3-dihydrobenzofuran-5-sulfonic acid amide (870 mg, 2.47 mmol) in 30 mL of dichloromethane was reacted with N,N-dimethylforamide dimethyl acetal (580 mg, 4.86 mmol). After 30 minutes, the mixture was concentrated in vacuo to dryness. The resulting solid was triturated with diethyl ether and collected to afford 950 mg of the title compound (94% yield). Solvent: C1(=CC=CC=C1)C.C(C)O (toluene ethanol), CO (methanol). The product is C(=C)C=1C=NC2=C(N=C3C(=C2C1)C=CC=C3)N (2-vinylbenzo[f][1,7]naphthyridin-5-amine). Reported procedure: A solution of 2-(tert-butoxycarbonylamino)phenylboronic acid (1.0 eq.) and 3-chloro-5-vinylpicolinonitrile (from step 1) (1.0 eq.), tetrakis(triphenyl-phosphine)palladium (5 mol %), and 2N aqueous sodium carbonate solution (2.0 eq.) in toluene/ethanol (2:1, 0.03 M) was stirred at 100° C. overnight. After cooling to ambient temperature, the reaction content was diluted with methanol. The insoluble solids were filtered off, and the filtrate was concentrated en vacuo to obtain a crude residue. The ... Reactants: C(C)(C)(C)OC(=O)NC1=C(C=CC=C1)B(O)O (2-(tert-butoxycarbonylamino)phenylboronic acid), ClC=1C(=NC=C(C1)C=C)C#N (3-chloro-5-vinylpicolinonitrile), tetrakis(triphenyl-phosphine)palladium, C([O-])([O-])=O.[Na+].[Na+] (sodium carbonate). As a reaction SMILES: C(OC([NH:8][C:9]1[CH:14]=[CH:13][CH:12]=[CH:11][C:10]=1B(O)O)=O)(C)(C)C.Cl[C:19]1[C:20]([C:27]#[N:28])=[N:21][CH:22]=[C:23]([CH:25]=[CH2:26])[CH:24]=1.C(=O)([O-])[O-].[Na+].[Na+]>C1(C)C=CC=CC=1.C(O)C.CO>[CH:25]([C:23]1[CH:22]=[N:21][C:20]2[C:19]([CH:24]=1)=[C:10]1[CH:11]=[CH:12][CH:13]=[CH:14][C:9]1=[N:8][C:27]=2[NH2:28])=[CH2:26] |f:2.3.4,5.6|. Reactants: C(C)OC(=O)Cl (ethylchloroformate), NC(CCSC)C(=O)N (DL-methionine amide), [OH-].[Na+] (sodium hydroxide). The solvent is O (water), O (water). Run at temperature 2.5 celsius. Yields the product C(C)OC(=O)NC(CCSC)C(=O)N (Nα ethoxycarbonyl-DL-methionine amide). The yield is 57.4%. As a reaction SMILES: [CH2:1]([O:3][C:4](Cl)=[O:5])[CH3:2].[NH2:7][CH:8]([C:13]([NH2:15])=[O:14])[CH2:9][CH2:10][S:11][CH3:12].[OH-].[Na+]>O>[CH2:1]([O:3][C:4]([NH:7][CH:8]([C:13]([NH2:15])=[O:14])[CH2:9][CH2:10][S:11][CH3:12])=[O:5])[CH3:2] |f:2.3|. Reported procedure: 106 ml (1.10 moles) ethylchloroformate were dripped into a solution of 150 g (1.02 moles) DL-methionine amide in 200 ml water at 5-10° C., during which the pH was maintained at 7-9 by adding sodium hydroxide solution. A thick, finely crystalline precipitate rapidly formed. A suspension which was just able to still be agitated was obtained by the addition of 800 ml water which suspension was agitated 3 hours further at room temperature. Then the colorless crystals were filtered off, washed with w... The reactants are C(CCC)NS(=O)(=O)C(F)(F)F (N-butyltrifluoromethanesulfonamide), C([O-])([O-])=O.[K+].[K+] (potassium carbonate), C(C=C)Br (Allyl bromide). The solvent is CO (methanol). Reaction conditions: time 2 hour. Product: desired compound, C(C=C)N(S(=O)(=O)C(F)(F)F)CCCC (N-allyl-N-butyltrifluoromethanesulfonamide). As a reaction SMILES: [CH2:1]([NH:5][S:6]([C:9]([F:12])([F:11])[F:10])(=[O:8])=[O:7])[CH2:2][CH2:3][CH3:4].C(=O)([O-])[O-].[K+].[K+].[CH2:19](Br)[CH:20]=[CH2:21]>CO>[CH2:21]([N:5]([CH2:1][CH2:2][CH2:3][CH3:4])[S:6]([C:9]([F:12])([F:10])[F:11])(=[O:7])=[O:8])[CH:20]=[CH2:19] |f:1.2.3|. Procedure details: A mixture of N-butyltrifluoromethanesulfonamide (62.0 g, 0.302 mole), potassium carbonate (45.54 g, 0.330 mole) and methanol (250 ml) was refluxed with stirring for two hours. Allyl bromide (39.93 g, 0.330 mole) was then added and this mixture stirred under reflux for 24 hours, cooled, filtered, and the solvent evaporated in vacuo. The residue was fractionally distilled yielding 37.0 g (b.p. of 53°-58° C. at 0.07 torr) of the desired compound, N-allyl-N-butyltrifluoromethanesulfonamide. The reactants are OC[C@@H](C(=O)OC)C ((S)-(+)methyl 3-hydroxy-2-methylpropionate), S(N)(OC1=CC=CC=C1)(=O)=O (phenyl sulfamate), C1(=CC=CC=C1)C (toluene). Run in N1=CC=CC=C1 (pyridine). Product: COC(=O)C(COS(N)(=O)=O)C (Sulfamic acid 2-(methoxycarbonyl)propyl ester). The yield is 39.6%. As a reaction SMILES: [OH:1][CH2:2][C@H:3]([CH3:8])[C:4]([O:6][CH3:7])=[O:5].[S:9](=O)(=[O:18])([O:11]C1C=CC=CC=1)[NH2:10].C1(C)C=CC=CC=1>N1C=CC=CC=1>[CH3:7][O:6][C:4]([CH:3]([CH3:8])[CH2:2][O:1][S:9](=[O:18])(=[O:11])[NH2:10])=[O:5]. Procedure: A mixture of 5.9 g (0.05 mole) of (S)-(+)methyl 3-hydroxy-2-methylpropionate, 9.5 g (0.055 mole) of phenyl sulfamate, 25 ml of toluene and 0.5 g of pyridine was heated at reflux for 2 hr. The reaction solution was concentrated under vacuum, and the residue was chromatographed, using silica gel and eluting with 2% methanol in methylene chloride. The desired fractions were concentrated under vacuum to give 3.9 g (40%) of a pale yellow oil. The reactants are C1=CN=CC=C1C2=CNC(=O)C(=C2)N (Amrinone), C(C)(C)(C)C1=CC=C(C(=O)Cl)C=C1 (4-tert-butylbenzoyl chloride). Run in N1=CC=CC=C1 (pyridine). Reaction conditions: time 8 hour. Yields the product C(C)(C)(C)C1=CC=C(C(=O)NC2=CC(=CNC2=O)C2=CC=NC=C2)C=C1 (4-tert-Butyl-N-(6-oxo-1,6-dihydro-[3,4′]bipyridinyl-5-yl)-benzamide). Isolated yield 8.9%. As a reaction SMILES: [CH:1]1[C:6]([C:7]2[CH:13]=[C:12]([NH2:14])[C:10](=[O:11])[NH:9][CH:8]=2)=[CH:5][CH:4]=[N:3][CH:2]=1.[C:15]([C:19]1[CH:27]=[CH:26][C:22]([C:23](Cl)=[O:24])=[CH:21][CH:20]=1)([CH3:18])([CH3:17])[CH3:16]>N1C=CC=CC=1>[C:15]([C:19]1[CH:20]=[CH:21][C:22]([C:23]([NH:14][C:12]2[C:10](=[O:11])[NH:9][CH:8]=[C:7]([C:6]3[CH:1]=[CH:2][N:3]=[CH:4][CH:5]=3)[CH:13]=2)=[O:24])=[CH:26][CH:27]=1)([CH3:18])([CH3:16])[CH3:17]. Reported procedure: Amrinone (200 mg, 1.07 mmol) was suspended in pyridine (5 mL) and 4-tert-butylbenzoyl chloride (209 μL, 1.07 mmol) was added. The reaction mixture was stirred overnight at room temperature. The solid was filtered and rinsed with MeOH to give the title compound as a pink solid (33 mg, 9% yield). MS (ES+) m/e=348. 1H NMR (DMSO-d6) δH 1.43 (9H, s), 7.57-7.62 (4H, m), 7.81 (1H, s), 7.88 (2H, d), 8.59 (2H, d), 8.78 (1H, d), 9.32 (1H, s), 12.61 (1H, s). The product is O=C1Nc2cc(Cl)ccc2C1(Br)Br. Reactants: [Br-], [Br-], [Br-], CC(C)(C)O, O=C1Cc2ccc(Cl)cc2N1, O, c1cc[nH+]cc1, c1cc[nH+]cc1, c1cc[nH+]cc1. Reaction SMILES: [Br-:12].[Br-:13].[Br-:14].[C:33]([OH:34])([CH3:35])([CH3:36])[CH3:37].[Cl:1][c:2]1[cH:3][cH:4][c:5]2[c:9]([cH:10]1)[NH:8][C:7](=[O:11])[CH2:6]2.[OH2:38].[nH+:15]1[cH:16][cH:17][cH:18][cH:19][cH:20]1.[nH+:21]1[cH:22][cH:23][cH:24][cH:25][cH:26]1.[nH+:27]1[cH:28][cH:29][cH:30][cH:31][cH:32]1>>[Cl:1][c:2]1[cH:3][cH:4][c:5]2[c:9]([cH:10]1)[NH:8][C:7](=[O:11])[C:6]2([Br:12])[Br:13].